The task is: describe an organic reaction: reactants, conditions, products, and yield. This data is from the Open Reaction Database (ORD), a public repository of structured organic reaction records. Reactants: OO (hydrogen peroxide), OC(C=CC1C=CC(C1=CC=CCCCC(=O)OC)=O)C1CCCC1 (4-(3-hydroxy-3-cyclopentyl-1-propenyl)-5-(6-methoxycarbonyl-2-hexenylidene)-2-cyclopentenone), [Cl-].[NH4+] (ammonium chloride), Cl (hydrochloric acid), [OH-].[Na+] (sodium hydroxide), C(O)([O-])=O.[Na+] (sodium hydrogencarbonate). Run in CO (methanol), CC(=O)C (acetone). Yields the product ClC=1C(C(C(C1)C=CC(C1CCCC1)O)=CC=CCCCC(=O)OC)=O (2-chloro-4-(3-hydroxy-3-cyclopentyl-1-propenyl)-5-(6-methoxycarbonyl-2-hexenylidene)-2-cyclopentenone). Yield: 38.0%. Reaction SMILES: OO.[OH:3][CH:4]([CH:23]1[CH2:27][CH2:26][CH2:25][CH2:24]1)[CH:5]=[CH:6][CH:7]1[C:11](=[CH:12][CH:13]=[CH:14][CH2:15][CH2:16][CH2:17][C:18]([O:20][CH3:21])=[O:19])[C:10](=[O:22])[CH:9]=[CH:8]1.[OH-].[Na+].[Cl-:30].[NH4+].Cl.C(=O)([O-])O.[Na+]>CO.CC(C)=O>[Cl:30][C:9]1[C:10](=[O:22])[C:11](=[CH:12][CH:13]=[CH:14][CH2:15][CH2:16][CH2:17][C:18]([O:20][CH3:21])=[O:19])[CH:7]([CH:6]=[CH:5][CH:4]([OH:3])[CH:23]2[CH2:24][CH2:25][CH2:26][CH2:27]2)[CH:8]=1 |f:2.3,4.5,7.8|. Procedure details: 0.2 ml of 30% aqueous hydrogen peroxide was added to a solution of 65 mg (190 micromol) of 4-(3-hydroxy-3-cyclopentyl-1-propenyl)-5-(6-methoxycarbonyl-2-hexenylidene)-2-cyclopentenone in 2 ml of methanol under ice cooling and stirring, and then 50 microliters of 1N sodium hydroxide was added. The mixture was stirred at 0° C. for 20 minutes. A saturated aqueous solution of ammonium chloride was added, and the mixture was extracted with hexane. The organic layer was washed with a saturated aqueous...